This data is from the Open Reaction Database (ORD), a public repository of structured organic reaction records. The task is: describe an organic reaction: reactants, conditions, products, and yield Reactants: COC(=O)CC1NC(=O)N(Cc2ccc(C)c(C)c2)C1=O, COc1ccc(CCl)cc1, [H-], [Na+], CN(C)C=O. Product: COC(=O)CC1C(=O)N(Cc2ccc(C)c(C)c2)C(=O)N1Cc1ccc(OC)cc1. RXN SMILES: [CH3:1][O:2][C:3]([CH2:4][CH:5]1[NH:6][C:7](=[O:20])[N:8]([CH2:11][c:12]2[cH:13][c:14]([CH3:19])[c:15]([CH3:18])[cH:16][cH:17]2)[C:9]1=[O:10])=[O:21].[CH3:24][O:25][c:26]1[cH:27][cH:28][c:29]([CH2:30][Cl:31])[cH:32][cH:33]1.[H-:22].[Na+:23].[O:34]=[CH:35][N:36]([CH3:37])[CH3:38]>>[CH3:1][O:2][C:3]([CH2:4][CH:5]1[N:6]([CH2:30][c:29]2[cH:28][cH:27][c:26]([O:25][CH3:24])[cH:33][cH:32]2)[C:7](=[O:20])[N:8]([CH2:11][c:12]2[cH:13][c:14]([CH3:19])[c:15]([CH3:18])[cH:16][cH:17]2)[C:9]1=[O:10])=[O:21].